From a dataset of the Open Reaction Database (ORD), a public repository of structured organic reaction records. describe an organic reaction: reactants, conditions, products, and yield Starting materials: ClC=1C(=CC(=NC1)C(=O)O)CC1=CC=C(C=C1)F (5-chloro-4-(4-fluorobenzyl)-pyridine-2-carboxylic acid), N[C@@](CO)(C(C)C)C ((2R)-2-amino-2,3-dimethyl-1-butanol). Yields the product OC[C@](C(C)C)(C)NC(=O)C1=NC=C(C(=C1)CC1=CC=C(C=C1)F)Cl (5-Chloro-4-(4-fluoro-benzyl)-pyridine-2-carboxylic acid ((R)-1-hydroxymethyl-1,2-dimethyl-propyl)-amide). Reaction SMILES: [Cl:1][C:2]1[C:3]([CH2:11][C:12]2[CH:17]=[CH:16][C:15]([F:18])=[CH:14][CH:13]=2)=[CH:4][C:5]([C:8]([OH:10])=O)=[N:6][CH:7]=1.[NH2:19][C@:20]([CH3:26])([CH:23]([CH3:25])[CH3:24])[CH2:21][OH:22]>>[OH:22][CH2:21][C@@:20]([NH:19][C:8]([C:5]1[CH:4]=[C:3]([CH2:11][C:12]2[CH:17]=[CH:16][C:15]([F:18])=[CH:14][CH:13]=2)[C:2]([Cl:1])=[CH:7][N:6]=1)=[O:10])([CH3:26])[CH:23]([CH3:25])[CH3:24]. Reported procedure: The title compound was synthesized in analogy to Example 1, using 5-chloro-4-(4-fluorobenzyl)-pyridine-2-carboxylic acid and (2R)-2-amino-2,3-dimethyl-1-butanol (CAN 155158-75-1) as starting materials and isolated (29 mg, 25%) as colorless oil; LC-MS (UV peak area, m/z) 100%, 365.1428 (MH+). Starting materials: C(C1=CC=CC=C1)OC(=O)N(CCC(=O)NC1CC1)CC(=O)OCC (ethyl N-benzyloxycarbonyl-N-{(2-cyclopropylaminocarbonyl)ethyl}aminoacetate), CC(C)([O-])C.[K+] (potassium tert-butoxide). The solvent is C1(=CC=CC=C1)C (toluene). Run at time 2 hour. Product: C1(CC1)NC(=O)C1CN(CC1=O)C(=O)OCC1=CC=CC=C1 (Benzyl 3-(cyclopropylcarbamoyl)-4-oxopyrrolidine-1-carboxylate). Reaction SMILES: [CH2:1]([O:8][C:9]([N:11]([CH2:20][C:21]([O:23]CC)=O)[CH2:12][CH2:13][C:14]([NH:16][CH:17]1[CH2:19][CH2:18]1)=[O:15])=[O:10])[C:2]1[CH:7]=[CH:6][CH:5]=[CH:4][CH:3]=1.CC(C)([O-])C.[K+]>C1(C)C=CC=CC=1>[CH:17]1([NH:16][C:14]([CH:13]2[C:21](=[O:23])[CH2:20][N:11]([C:9]([O:8][CH2:1][C:2]3[CH:7]=[CH:6][CH:5]=[CH:4][CH:3]=3)=[O:10])[CH2:12]2)=[O:15])[CH2:19][CH2:18]1 |f:1.2|. Procedure: To a solution of ethyl N-benzyloxycarbonyl-N-{(2-cyclopropylaminocarbonyl)ethyl}aminoacetate (200 mg, 0.574 mmol) in toluene (2.0 mL) was added potassium tert-butoxide (136 mg, 1.21 mmol) as a base at an outer temperature set of 40° C., followed by stirring for 2 hours. Then, the HPLC measurement of this reaction mixture was carried out. The results are shown in Table 5. Reactants: CN1CCC(CC1)O (1-methylpiperidin-4-ol), C(C)(C)(C)OC(=O)NCCC(=O)O (N-(tert-butoxycarbonyl)-β-alanine), C(C)(C)(C)OC(=O)NCCCC(=O)OC1=C(C=CC=C1C)C (2,6-dimethylphenyl 4-[(tert-butoxycarbonyl)amino]butanoate). Yields the product C(C)(C)(C)OC(=O)NCCC(=O)OC1CCN(CC1)C (1-Methylpiperidin-4-yl N-(tert-butoxycarbonyl)-β-alaninate). As a reaction SMILES: [CH3:1][N:2]1[CH2:7][CH2:6][CH:5]([OH:8])[CH2:4][CH2:3]1.[C:9]([O:13][C:14]([NH:16][CH2:17][CH2:18][C:19](O)=[O:20])=[O:15])([CH3:12])([CH3:11])[CH3:10].C(OC(NCCCC(OC1C(C)=CC=CC=1C)=O)=O)(C)(C)C>>[C:9]([O:13][C:14]([NH:16][CH2:17][CH2:18][C:19]([O:8][CH:5]1[CH2:6][CH2:7][N:2]([CH3:1])[CH2:3][CH2:4]1)=[O:20])=[O:15])([CH3:12])([CH3:11])[CH3:10]. Reported procedure: The title compound was prepared from 1-methylpiperidin-4-ol and N-(tert-butoxycarbonyl)-β-alanine in a similar manner as described for 2,6-dimethylphenyl 4-[(tert-butoxycarbonyl)amino]butanoate. 1H NMR (400 MHz, CDCl3): δ 4.99 (s, 1H), 4.74-4.79 (m, 1H), 3.32-3.6 (m, 2H), 2.58 (s, 2H), 2.45-2.49 (t, 2H), 2.23 (s, 3H), 2.16-2.19 (m, 2H), 1.83-1.88 (m, 2H), 1.62-1.71 (m, 2H), 1.34 (s, 9H). Starting materials: ClC1=CC=2C3=C(C=NC2C=C1)N=CN3C=3C=C(C#N)C=CC3 (3-(8-chloro-imidazo[4,5-c]quinolin-1-yl)-benzonitrile). Reagents/catalysts: [Ni] (Ni). Solvent: CO.N (methanol NH3). Reaction conditions: time 16 hour. The product is ClC1=CC=2C3=C(C=NC2C=C1)N=CN3C=3C=C(CN)C=CC3 (3-(8-Chloro-imidazo[4,5-c]quinolin-1-yl)-benzylamine). As a reaction SMILES: [Cl:1][C:2]1[CH:11]=[CH:10][C:9]2[N:8]=[CH:7][C:6]3[N:12]=[CH:13][N:14]([C:15]4[CH:16]=[C:17]([CH:20]=[CH:21][CH:22]=4)[C:18]#[N:19])[C:5]=3[C:4]=2[CH:3]=1>CO.N.[Ni]>[Cl:1][C:2]1[CH:11]=[CH:10][C:9]2[N:8]=[CH:7][C:6]3[N:12]=[CH:13][N:14]([C:15]4[CH:16]=[C:17]([CH:20]=[CH:21][CH:22]=4)[CH2:18][NH2:19])[C:5]=3[C:4]=2[CH:3]=1 |f:1.2|. Reported procedure: 300 mg (0.98 mmol) of 3-(8-chloro-imidazo[4,5-c]quinolin-1-yl)-benzonitrile (Example 35) in 20 ml methanol/NH3 10% and 250 mg Raney-Ni are hydrogenated at rt for 5 h. The reaction solution is filtered on Hyflo® Super Cel diatomaceous earth and is evaporated to dryness. The title compound is crystallized from ethyl acetate-hexane to yield a grey powder. Drying is done for 16 h at 60° C. (high-vacuum). mp: 148-149° C.; MS: 309 (M++1); HPLC: tret=8.87 min (Grad 3). The reactants are O=C(c1ccccc1)c1cnc2c(C(F)(F)F)cccc2c1-c1cccc(O)c1, OB(O)c1ccc2[nH]ccc2c1. The product is O=C(c1ccccc1)c1cnc2c(C(F)(F)F)cccc2c1-c1cccc(Oc2ccc3[nH]ccc3c2)c1. Reaction SMILES: [OH:1][c:2]1[cH:3][c:4](-[c:8]2[c:9]([C:22](=[O:23])[c:24]3[cH:25][cH:26][cH:27][cH:28][cH:29]3)[cH:10][n:11][c:12]3[c:13]([C:18]([F:19])([F:20])[F:21])[cH:14][cH:15][cH:16][c:17]23)[cH:5][cH:6][cH:7]1.[nH:30]1[cH:31][cH:32][c:33]2[cH:34][c:35]([B:39]([OH:40])[OH:41])[cH:36][cH:37][c:38]12>>[O:1]([c:2]1[cH:3][c:4](-[c:8]2[c:9]([C:22](=[O:23])[c:24]3[cH:25][cH:26][cH:27][cH:28][cH:29]3)[cH:10][n:11][c:12]3[c:13]([C:18]([F:19])([F:20])[F:21])[cH:14][cH:15][cH:16][c:17]23)[cH:5][cH:6][cH:7]1)[c:35]1[cH:34][c:33]2[cH:32][cH:31][nH:30][c:38]2[cH:37][cH:36]1. The reactants are BrC1=CC=C(C=C1)C=1N(C(C2=C(N1)N(N=C2)C2=CC=CC=C2)=O)C2=CC=C(C=C2)Cl (6-(4-bromo-phenyl)-5-(4-chloro-phenyl)-1-phenyl-1,5-dihydro-pyrazolo[3,4-d]pyrimidin-4-one), C(CCC)[Sn](C(=C)OCC)(CCCC)CCCC (tributyl-(1-ethoxy-vinyl)-stannane). The reagents and catalysts are C=1C=CC(=CC1)[P](C=2C=CC=CC2)(C=3C=CC=CC3)[Pd]([P](C=4C=CC=CC4)(C=5C=CC=CC5)C=6C=CC=CC6)([P](C=7C=CC=CC7)(C=8C=CC=CC8)C=9C=CC=CC9)[P](C=1C=CC=CC1)(C=1C=CC=CC1)C=1C=CC=CC1 (Pd (PPh3)4). Run in C1(=CC=CC=C1)C (toluene). Conditions: temperature 100 celsius. The product is titled compound, C(C)(=O)C1=CC=C(C=C1)C=1N(C(C2=C(N1)N(N=C2)C2=CC=CC=C2)=O)C2=CC=C(C=C2)Cl (6-(4-acetyl-phenyl)-5-(4-chloro-phenyl)-1-phenyl-1,5-dihydro-pyrazolo[3,4-d]pyrimidin-4-one). The yield is 97.2%. Reaction SMILES: Br[C:2]1[CH:7]=[CH:6][C:5]([C:8]2[N:9]([C:24]3[CH:29]=[CH:28][C:27]([Cl:30])=[CH:26][CH:25]=3)[C:10](=[O:23])[C:11]3[CH:16]=[N:15][N:14]([C:17]4[CH:22]=[CH:21][CH:20]=[CH:19][CH:18]=4)[C:12]=3[N:13]=2)=[CH:4][CH:3]=1.C([Sn](CCCC)(CCCC)[C:36]([O:38]CC)=[CH2:37])CCC>C1C=CC([P]([Pd]([P](C2C=CC=CC=2)(C2C=CC=CC=2)C2C=CC=CC=2)([P](C2C=CC=CC=2)(C2C=CC=CC=2)C2C=CC=CC=2)[P](C2C=CC=CC=2)(C2C=CC=CC=2)C2C=CC=CC=2)(C2C=CC=CC=2)C2C=CC=CC=2)=CC=1.C1(C)C=CC=CC=1>[C:36]([C:2]1[CH:7]=[CH:6][C:5]([C:8]2[N:9]([C:24]3[CH:25]=[CH:26][C:27]([Cl:30])=[CH:28][CH:29]=3)[C:10](=[O:23])[C:11]3[CH:16]=[N:15][N:14]([C:17]4[CH:22]=[CH:21][CH:20]=[CH:19][CH:18]=4)[C:12]=3[N:13]=2)=[CH:4][CH:3]=1)(=[O:38])[CH3:37] |^1:52,54,73,92|. Procedure details: To a reaction vessel charged with 6-(4-bromo-phenyl)-5-(4-chloro-phenyl)-1-phenyl-1,5-dihydro-pyrazolo[3,4-d]pyrimidin-4-one (0.5 g, 1.05 mmol), tributyl-(1-ethoxy-vinyl)-stannane (0.49 g, 1.36 mmol), Pd (PPh3)4 (0.061 g, 0.053 mmol) and toluene (5 mL) is purged with N2 and heated to 100° C. for 2 h. After cooling down to room temperature, the solvent is removed under vacuum and the residue is treated with acetonitrile (10 mL) and 1 N HCl (40 mL) for 1 h. The mixture is then extracted with EtOAc... Starting materials: C[N+]1([O-])CCOCC1, CCC[N+](CCC)(CCC)CCC, ClCCl, CC(C)Oc1ccc2c(C(=O)NCc3ccc(F)c(F)c3)c(C(C)O)n(Cc3ccccn3)c2c1, O=[Ru](=O)(=O)[O-]. The product is CC(=O)c1c(C(=O)NCc2ccc(F)c(F)c2)c2ccc(OC(C)C)cc2n1Cc1ccccn1. Reaction SMILES: [CH3:36][N+:37]1([O-:38])[CH2:39][CH2:40][O:41][CH2:42][CH2:43]1.[CH3:47][CH2:48][CH2:49][N+:50]([CH2:51][CH2:52][CH3:53])([CH2:54][CH2:55][CH3:56])[CH2:57][CH2:58][CH3:59].[Cl:44][CH2:45][Cl:46].[F:1][c:2]1[cH:3][c:4]([CH2:5][NH:6][C:7](=[O:8])[c:9]2[c:10]([CH:29]([CH3:30])[OH:31])[n:11]([CH2:22][c:23]3[n:24][cH:25][cH:26][cH:27][cH:28]3)[c:12]3[cH:13][c:14]([O:18][CH:19]([CH3:20])[CH3:21])[cH:15][cH:16][c:17]23)[cH:32][cH:33][c:34]1[F:35].[O:60]=[Ru:61](=[O:62])([O-:63])=[O:64]>>[F:1][c:2]1[cH:3][c:4]([CH2:5][NH:6][C:7](=[O:8])[c:9]2[c:10]([C:29]([CH3:30])=[O:31])[n:11]([CH2:22][c:23]3[n:24][cH:25][cH:26][cH:27][cH:28]3)[c:12]3[cH:13][c:14]([O:18][CH:19]([CH3:20])[CH3:21])[cH:15][cH:16][c:17]23)[cH:32][cH:33][c:34]1[F:35].